From a dataset of the Open Reaction Database (ORD), a public repository of structured organic reaction records. describe an organic reaction: reactants, conditions, products, and yield Starting materials: COC1=C(C(=O)NC2[C@@H]3N(C(C4(CCN(CC4)C)S3)C(=O)OCC3=CC=CC=C3)C2=O)C(=CC=C1)OC (benzyl 6-(2,6-dimethoxybenzamido)-1'-methyl-spiro[penam-2,4'-piperidine]-3-carboxylate). Reagents/catalysts: [Pd] (palladium on carbon). The solvent is C(C)O (ethanol). The product is COC1=C(C(=O)NC2[C@@H]3N(C(C4(CCN(CC4)C)S3)C(=O)O)C2=O)C(=CC=C1)OC (6-(2,6-dimethoxybenzamido)-1'-methyl-spiro[penam-2,4'-piperidine]-3-carboxylic acid). Yield: 72.5%. As a reaction SMILES: [CH3:1][O:2][C:3]1[CH:35]=[CH:34][CH:33]=[C:32]([O:36][CH3:37])[C:4]=1[C:5]([NH:7][CH:8]1[C:30](=[O:31])[N:10]2[CH:11]([C:20]([O:22]CC3C=CC=CC=3)=[O:21])[C:12]3([S:19][C@H:9]12)[CH2:17][CH2:16][N:15]([CH3:18])[CH2:14][CH2:13]3)=[O:6]>[Pd].C(O)C>[CH3:37][O:36][C:32]1[CH:33]=[CH:34][CH:35]=[C:3]([O:2][CH3:1])[C:4]=1[C:5]([NH:7][CH:8]1[C:30](=[O:31])[N:10]2[CH:11]([C:20]([OH:22])=[O:21])[C:12]3([S:19][C@H:9]12)[CH2:17][CH2:16][N:15]([CH3:18])[CH2:14][CH2:13]3)=[O:6]. Procedure: Under a hydrogen pressure of 3.2 kg/cm2 and in the presence of 1.5 g of palladium on carbon (10% Pd), a solution of 2 g (0.0038 mole) of benzyl 6-(2,6-dimethoxybenzamido)-1'-methyl-spiro[penam-2,4'-piperidine]-3-carboxylate (prepared in II.1.a) in 700 ml of ethanol is hydrogenolyzed in a Parr's apparatus for 1 hour. This is followed by filtration, the filtrate being evaporated to dryness and the residue washed with a little ethanol. 1.2 g of 6-(2,6-dimethoxybenzamido)-1'-methyl-spiro[penam-2,4'-... The reactants are [Br-].[Na+] (sodium bromide), C(C1=CC=CC=C1)(=O)[O-].[Na+] (sodium benzoate), ClCC1OC(OC1)(C)C (4-chloromethyl-2,2-dimethyl-1,3-dioxolane). Run in CN(C=O)C (N,N-dimethylformamide). Run at temperature 150 celsius, time 15 hour. Yields the product C(C1=CC=CC=C1)(=O)OCC1OC(OC1)(C)C (4-benzoyloxymethyl-2,2-dimethyl-1,3-dioxolane). Yield: 90.0%. As a reaction SMILES: [Br-].[Na+].[C:3]([O-:11])(=[O:10])[C:4]1[CH:9]=[CH:8][CH:7]=[CH:6][CH:5]=1.[Na+].Cl[CH2:14][CH:15]1[CH2:19][O:18][C:17]([CH3:21])([CH3:20])[O:16]1>CN(C)C=O>[C:3]([O:11][CH2:14][CH:15]1[CH2:19][O:18][C:17]([CH3:21])([CH3:20])[O:16]1)(=[O:10])[C:4]1[CH:9]=[CH:8][CH:7]=[CH:6][CH:5]=1 |f:0.1,2.3|. Procedure: Then, sodium bromide (43.01 g, 0.42 mol) and sodium benzoate (60.24 g, 0.42 mol) were added to a mixture of the above 4-chloromethyl-2,2-dimethyl-1,3-dioxolane (60.02 g, 0.39 mol) and N,N-dimethylformamide (600 ml) and the resulting mixture was stirred for 15 hours at 150° C. After cooling the salt was filtered off and N,N-dimethylformamide was removed in vacuo and water was added to the residue and extracted with toluene. The extract was washed with saturated brine, dried over anhydrous sodium ... Starting materials: sodium hexamethyldisilylamide, C1CCOC1 (THF), ClC1=C(C(=O)NC2C3CC4CC(CC2C4)(C3)O)C=CC(=N1)Cl (2,6-dichloro-N-(5-hydroxyadamantan-2-yl)nicotinamide). Solvent: CCOC(=O)C (EtOAc). Reaction conditions: temperature 150 celsius. The product is ClC1=NC(=C(C(=O)NC2C3CC4CC(CC2C4)(C3)O)C=C1)OCCC (6-chloro-N-(5-hydroxyadamantan-2-yl)-2-propoxynicotinamide). The yield is 93.5%. RXN SMILES: [CH2:1]1C[O:4][CH2:3][CH2:2]1.Cl[C:7]1[N:26]=[C:25]([Cl:27])[CH:24]=[CH:23][C:8]=1[C:9]([NH:11][CH:12]1[CH:19]2[CH2:20][CH:15]3[CH2:16][C:17]([OH:22])([CH2:21][CH:13]1[CH2:14]3)[CH2:18]2)=[O:10]>CCOC(C)=O>[Cl:27][C:25]1[CH:24]=[CH:23][C:8]([C:9]([NH:11][CH:12]2[CH:13]3[CH2:14][CH:15]4[CH2:16][C:17]([OH:22])([CH2:18][CH:19]2[CH2:20]4)[CH2:21]3)=[O:10])=[C:7]([O:4][CH2:3][CH2:2][CH3:1])[N:26]=1. Procedure details: Bis-sodium hexamethyldisilylamide 1.0M in THF (1 ml, 1 mmol) was added to 2,6-dichloro-N-(5-hydroxyadamantan-2-yl)nicotinamide (341 mg, 1 mmol) and heated at 150° C. for 2 hours. The reaction mixture was diluted with EtOAc (60 mL), and washed sequentially with water (20 mL) and saturated brine (20 mL). The organic layer was dried over MgSO4, filtered and evaporated to afford crude product. The crude product was purified by flash silica chromatography, elution gradient 0 to 100% EtOAc in DCM. Pur... The reactants are OB(O)O, Cl, F, CCOC(=O)C(=O)c1ccc(C2CCCCC2)c(N)c1, [Na+], O=[N+]([O-])[O-], O. Product: CCOC(=O)C(=O)c1ccc(C2CCCCC2)c(F)c1. As a reaction SMILES: [B:27]([OH:28])([OH:29])[OH:30].[ClH:21].[FH:31].[NH2:1][c:2]1[cH:3][c:4]([C:14]([C:15](=[O:16])[O:17][CH2:18][CH3:19])=[O:20])[cH:5][cH:6][c:7]1[CH:8]1[CH2:9][CH2:10][CH2:11][CH2:12][CH2:13]1.[Na+:22].[O-:23][N+:24](=[O:25])[O-:26].[OH2:32]>>[c:2]1([F:31])[cH:3][c:4]([C:14]([C:15](=[O:16])[O:17][CH2:18][CH3:19])=[O:20])[cH:5][cH:6][c:7]1[CH:8]1[CH2:9][CH2:10][CH2:11][CH2:12][CH2:13]1. The reactants are N[C@H](CO)C1=CC=CC=C1 ((S)-2-amino-2-phenylethanol), N(=C=S)C1=CC=C(C=C1)C1=NN(C=N1)C1=CC=C(C=C1)OC(F)(F)F (3-(4-isothiocyanato-phenyl)-1-(4-trifluoromethoxy-phenyl)-1H-1,2,4-triazole). Yields the product OC[C@H](C1=CC=CC=C1)NC(=S)NC1=CC=C(C=C1)C1=NN(C=N1)C1=CC=C(C=C1)OC(F)(F)F ((S)-1-(2-Hydroxy-1-phenylethyl)-3-(4-(1-(4-(trifluoromethoxy)phenyl)-1H-1,2,4-triazol-3-yl)phenyl)thiourea), solid. Yield: 73.0%. Reaction SMILES: [NH2:1][C@@H:2]([C:5]1[CH:10]=[CH:9][CH:8]=[CH:7][CH:6]=1)[CH2:3][OH:4].[N:11]([C:14]1[CH:19]=[CH:18][C:17]([C:20]2[N:24]=[CH:23][N:22]([C:25]3[CH:30]=[CH:29][C:28]([O:31][C:32]([F:35])([F:34])[F:33])=[CH:27][CH:26]=3)[N:21]=2)=[CH:16][CH:15]=1)=[C:12]=[S:13]>>[OH:4][CH2:3][C@@H:2]([NH:1][C:12]([NH:11][C:14]1[CH:15]=[CH:16][C:17]([C:20]2[N:24]=[CH:23][N:22]([C:25]3[CH:30]=[CH:29][C:28]([O:31][C:32]([F:35])([F:33])[F:34])=[CH:27][CH:26]=3)[N:21]=2)=[CH:18][CH:19]=1)=[S:13])[C:5]1[CH:10]=[CH:9][CH:8]=[CH:7][CH:6]=1. Reported procedure: The title compound was prepared with (S)-2-amino-2-phenylethanol and 3-(4-isothiocyanato-phenyl)-1-(4-trifluoromethoxy-phenyl)-1H-1,2,4-triazole and isolated as an off-white solid (0.300 g, 73%): mp 125-128° C.; 1H NMR (400 MHz, CD3OD) δ 9.14 (s, 1H), 8.13 (d, J=8.3 Hz, 2H), 8.04 (d, J=8.8 Hz, 2H), 7.64 (d, J=8.3 Hz, 2H), 7.51 (d, J=8.7 Hz, 2H), 7.43-7.35 (m, 4H), 7.30-7.27 (m, 1H), 5.64 (s, 1H), 3.94-3.86 (m, 2H) (NH, OH not observed); ESIMS m/z 500 ([M+H]+).